This data is from the Open Reaction Database (ORD), a public repository of structured organic reaction records. The task is: describe an organic reaction: reactants, conditions, products, and yield Reactants: ( 1 ), C(C=C)O[C@@H]1C[C@@H](C2=CC(=CC=C12)OC)N ((1S,3R)-3-(Allyloxy)-6-methoxy-2,3-dihydro-1H-inden-1-amine), FC=1C=C(C=C(C1)F)C[C@@H]([C@@H]1OC1)NC(OCC1=CC=CC=C1)=O (benzyl (S)-2-(3,5-difluorophenyl)-1-((S)-oxiran-2-yl)ethylcarbamate), ( 1 ). Product: C(C=C)O[C@@H]1C[C@@H](C2=CC(=CC=C12)OC)NC[C@H]([C@H](CC1=CC(=CC(=C1)F)F)NC(OCC1=CC=CC=C1)=O)O (benzyl (2S,3R)-4-((1S,3R)-3-(allyloxy)-6-methoxy-2,3-dihydro-1H-inden-1-ylamino)-1-(3,5-difluorophenyl)-3-hydroxybutan-2-ylcarbamate). Isolated yield 34.0%. As a reaction SMILES: [CH2:1]([O:4][C@H:5]1[C:13]2[C:8](=[CH:9][C:10]([O:14][CH3:15])=[CH:11][CH:12]=2)[C@@H:7]([NH2:16])[CH2:6]1)[CH:2]=[CH2:3].[F:17][C:18]1[CH:19]=[C:20]([CH2:25][C@H:26]([NH:30][C:31](=[O:40])[O:32][CH2:33][C:34]2[CH:39]=[CH:38][CH:37]=[CH:36][CH:35]=2)[C@H:27]2[CH2:29][O:28]2)[CH:21]=[C:22]([F:24])[CH:23]=1>>[CH2:1]([O:4][C@H:5]1[C:13]2[C:8](=[CH:9][C:10]([O:14][CH3:15])=[CH:11][CH:12]=2)[C@@H:7]([NH:16][CH2:29][C@@H:27]([OH:28])[C@@H:26]([NH:30][C:31](=[O:40])[O:32][CH2:33][C:34]2[CH:39]=[CH:38][CH:37]=[CH:36][CH:35]=2)[CH2:25][C:20]2[CH:19]=[C:18]([F:17])[CH:23]=[C:22]([F:24])[CH:21]=2)[CH2:6]1)[CH:2]=[CH2:3]. Procedure details: Step W (1): (1S,3R)-3-(Allyloxy)-6-methoxy-2,3-dihydro-1H-inden-1-amine from Step U(2) was reacted with benzyl (S)-2-(3,5-difluorophenyl)-1-((S)-oxiran-2-yl)ethylcarbamate according to the conditions described in Step V (1). The crude product was purified using silica gel column chromatography (1-10% MeOH (with 0.1% triethylamine)/chloroform, linear gradient) to provide 1.72 g mg (34% yield) of benzyl (2S,3R)-4-((1S,3R)-3-(allyloxy)-6-methoxy-2,3-dihydro-1H-inden-1-ylamino)-1-(3,5-difluorophenyl...